describe an organic reaction: reactants, conditions, products, and yield From a dataset of the Open Reaction Database (ORD), a public repository of structured organic reaction records. Starting materials: C1CCC2=NCCCN2CC1, O=C(Nc1cccc2ccncc12)C(Cl)(Cl)Cl, NCc1ccc(C(F)(F)F)cc1, O. The product is O=C(NCc1ccc(C(F)(F)F)cc1)Nc1cccc2ccncc12. Reaction SMILES: [CH2:30]1[CH2:31][CH2:32][C:33]2=[N:38][CH2:37][CH2:36][CH2:35][N:34]2[CH2:39][CH2:40]1.[Cl:13][C:14]([C:15](=[O:16])[NH:17][c:18]1[cH:19][cH:20][cH:21][c:22]2[cH:23][cH:24][n:25][cH:26][c:27]12)([Cl:28])[Cl:29].[F:1][C:2]([c:3]1[cH:4][cH:5][c:6]([CH2:7][NH2:8])[cH:9][cH:10]1)([F:11])[F:12].[OH2:41]>>[F:1][C:2]([c:3]1[cH:4][cH:5][c:6]([CH2:7][NH:8][C:15](=[O:16])[NH:17][c:18]2[cH:19][cH:20][cH:21][c:22]3[cH:23][cH:24][n:25][cH:26][c:27]23)[cH:9][cH:10]1)([F:11])[F:12]. The reactants are C1(CCCCC1)N1CC(CC1)NC(C1=C(C=CC(=C1)N)OC)=O (N-(1-cyclohexyl-3-pyrrolidinyl)-2-methoxy-5-aminobenzamide), CS(=O)(=O)Cl (methanesulfonyl chloride). The solvent is N1=CC=CC=C1 (pyridine). Reaction conditions: time 20 minute. The product is C1(CCCCC1)N1CC(CC1)NC(C1=C(C=CC(=C1)NS(=O)(=O)C)OC)=O (N-(1-cyclohexyl-3-pyrrolidinyl)-2-methoxy-5-methanesulfonamidobenzamide). Isolated yield 68.7%. Reaction SMILES: [CH:1]1([N:7]2[CH2:11][CH2:10][CH:9]([NH:12][C:13](=[O:23])[C:14]3[CH:19]=[C:18]([NH2:20])[CH:17]=[CH:16][C:15]=3[O:21][CH3:22])[CH2:8]2)[CH2:6][CH2:5][CH2:4][CH2:3][CH2:2]1.[CH3:24][S:25](Cl)(=[O:27])=[O:26]>N1C=CC=CC=1>[CH:1]1([N:7]2[CH2:11][CH2:10][CH:9]([NH:12][C:13](=[O:23])[C:14]3[CH:19]=[C:18]([NH:20][S:25]([CH3:24])(=[O:27])=[O:26])[CH:17]=[CH:16][C:15]=3[O:21][CH3:22])[CH2:8]2)[CH2:6][CH2:5][CH2:4][CH2:3][CH2:2]1. Reported procedure: To a solution of N-(1-cyclohexyl-3-pyrrolidinyl)-2-methoxy-5-aminobenzamide (1.0 g) in dry pyridine (5 ml), methanesulfonyl chloride (308 mg) is added with ice cooling, and the reaction mixture is stirred at room temperature for 20 minutes. The reaction mixture is worked up as in Example 1 to give N-(1-cyclohexyl-3-pyrrolidinyl)-2-methoxy-5-methanesulfonamidobenzamide (731 mg) as crystals melting at 170° to 171.5° C. The solvent is O (water), O1CCCC1 (tetrahydrofuran), O1CCCC1 (THF), O1CCCC1 (THF). Run at temperature -78 celsius, time 40 minute. As a reaction SMILES: C(N[CH:5]([CH3:7])[CH3:6])(C)C.[Li][CH2:9]CCC.C([O:17][C:18](=[O:20])[CH3:19])CCC.[N:21]12[CH2:28][CH2:27][CH:24]([CH2:25][CH2:26]1)[C:23](=[O:29])[CH2:22]2>O1CCCC1.O>[C:5]([O:20][C:18](=[O:17])[CH2:19][C:23]1([OH:29])[CH:24]2[CH2:27][CH2:28][N:21]([CH2:26][CH2:25]2)[CH2:22]1)([CH3:6])([CH3:7])[CH3:9]. Reactants: C(C)(C)NC(C)C (diisopropylamine), [Li]CCCC (nBuLi), C(CCC)OC(C)=O (butylacetate), N12CC(C(CC1)CC2)=O (Quinuclidin-3-one). Product: C(C)(C)(C)OC(CC1(CN2CCC1CC2)O)=O (2-(3-Hydroxy-1-azabicyclo[2.2.2]oct-3-yl)acetic acid t butyl ester). Procedure details: To a 0° C. solution of diisopropylamine (6.7 ml) in tetrahydrofuran (THF) (20 ml) was added 2.3M nBuLi (20 ml). The reaction mixture was stirred for 40 minutes and then cooled to -78° C. To this mixture was added dropwise a solution of t butylacetate (6.4 ml) in 10 ml of THF and stirring continued for an additional 15 minutes. Quinuclidin-3-one (free base) (5.0 g) in THF (15 ml) was added to the mixture dropwise and the mixture was allowed to warm to 0° C. over 1 hour. To this solution was added... The reactants are NNC(=S)Nc1ccc(C(=O)O)cc1, COc1c(C=O)cccc1-c1ccc(C)cc1, CN(C)C=O. The product is COc1c(C=NNC(=S)Nc2ccc(C(=O)O)cc2)cccc1-c1ccc(C)cc1. As a reaction SMILES: [C:1](=[O:2])([OH:3])[c:4]1[cH:5][cH:6][c:7]([NH:10][C:11]([NH:12][NH2:13])=[S:14])[cH:8][cH:9]1.[CH3:15][O:16][c:17]1[c:18]([CH:19]=[O:20])[cH:21][cH:22][cH:23][c:24]1-[c:25]1[cH:26][cH:27][c:28]([CH3:31])[cH:29][cH:30]1.[CH3:32][N:33]([CH3:34])[CH:35]=[O:36]>>[C:1](=[O:2])([OH:3])[c:4]1[cH:5][cH:6][c:7]([NH:10][C:11]([NH:12][N:13]=[CH:19][c:18]2[c:17]([O:16][CH3:15])[c:24](-[c:25]3[cH:26][cH:27][c:28]([CH3:31])[cH:29][cH:30]3)[cH:23][cH:22][cH:21]2)=[S:14])[cH:8][cH:9]1. Starting materials: ClCC=1N(C(=C(N1)C(C)C)SC1=CC(=CC(=C1)Cl)Cl)C (2-chloromethyl-5-(3,5-dichlorophenylthio)-4-isopropyl-1-methyl-1H-imidazol), [N-]=[N+]=[N-].[Na+] (sodium azide), ice water. The solvent is CN(C=O)C (dimethylformamide). Conditions: temperature 80 celsius. Product: N(=[N+]=[N-])CC=1N(C(=C(N1)C(C)C)SC1=CC(=CC(=C1)Cl)Cl)C (2-azidomethyl-5-(3,5-dichlorophenylthio)-4-isopropyl-1-methyl-1H-imidazole). Isolated yield 100.2%. As a reaction SMILES: Cl[CH2:2][C:3]1[N:4]([CH3:20])[C:5]([S:11][C:12]2[CH:17]=[C:16]([Cl:18])[CH:15]=[C:14]([Cl:19])[CH:13]=2)=[C:6]([CH:8]([CH3:10])[CH3:9])[N:7]=1.[N-:21]=[N+:22]=[N-:23].[Na+]>CN(C)C=O>[N:21]([CH2:2][C:3]1[N:4]([CH3:20])[C:5]([S:11][C:12]2[CH:17]=[C:16]([Cl:18])[CH:15]=[C:14]([Cl:19])[CH:13]=2)=[C:6]([CH:8]([CH3:10])[CH3:9])[N:7]=1)=[N+:22]=[N-:23] |f:1.2|. Reported procedure: To dry dimethylformamide solution (70 ml)of 23.7 g of 2-chloromethyl-5-(3,5-dichlorophenylthio)-4-isopropyl-1-methyl-1H-imidazol (28a)was added 5.30 g of sodium azide, and the mixture was stirred with heating at 80° C. for 16 hours. The reaction mixture was added to ice-water, and extracted with diethyl ether. The organic layer was washed with water and dried over magnesium sulfate. The solvent was distilled off under reduced pressure, and 24.2 g of 2-azidomethyl-5-(3,5-dichlorophenylthio)-4-iso...